From a dataset of the Open Reaction Database (ORD), a public repository of structured organic reaction records. describe an organic reaction: reactants, conditions, products, and yield Reactants: ClC1=C(C(=NN1C1=CC=CC=C1)C1=CC=C(C=C1)Cl)CC#N (5-chloro-3-p-chlorophenyl-1-phenyl-pyrazole-4-acetonitrile), S(O)(O)(=O)=O (sulfuric acid), O (water), O (water). Run at temperature 100 celsius. Yields the product ClC1=C(C(=NN1C1=CC=CC=C1)C1=CC=C(C=C1)Cl)CC(=O)O (5-Chloro-3-p-chlorophenyl-1-phenyl-pyrazole-4-acetic acid). Yield: 95.0%. RXN SMILES: [Cl:1][C:2]1[N:6]([C:7]2[CH:12]=[CH:11][CH:10]=[CH:9][CH:8]=2)[N:5]=[C:4]([C:13]2[CH:18]=[CH:17][C:16]([Cl:19])=[CH:15][CH:14]=2)[C:3]=1[CH2:20][C:21]#N.S(=O)(=O)(O)[OH:24].[OH2:28]>>[Cl:1][C:2]1[N:6]([C:7]2[CH:12]=[CH:11][CH:10]=[CH:9][CH:8]=2)[N:5]=[C:4]([C:13]2[CH:18]=[CH:17][C:16]([Cl:19])=[CH:15][CH:14]=2)[C:3]=1[CH2:20][C:21]([OH:24])=[O:28]. Reported procedure: 30 g of 5-chloro-3-p-chlorophenyl-1-phenyl-pyrazole-4-acetonitrile and a mixture of 46 ml of concentrated sulfuric acid and 55 ml water are heated for 2.5 hours while stirring at 100° C. Then the solution is diluted with 700 ml of water, the precipitate is drawn off and washed with water. The filter cake is dissolved in diluted sodium hydroxide and purified with active charcoal and the acid is precipitated with diluted hydrochloric acid. 5-Chloro-3-p-chlorophenyl-1-phenyl-pyrazole-4-acetic acid ... Reactants: O=Cc1ccc(F)cc1Br, CCOC(C)=O, Cl, N#Cc1ccc(O)c(F)c1, [K+], [K+], O=C([O-])[O-], CN(C)C=O. Yields the product N#Cc1ccc(Oc2ccc(C=O)c(Br)c2)c(F)c1. Reaction SMILES: [Br:17][c:18]1[c:19]([CH:20]=[O:21])[cH:22][cH:23][c:24]([F:26])[cH:25]1.[CH3:33][CH2:34][O:35][C:36]([CH3:37])=[O:38].[ClH:27].[F:1][c:2]1[cH:3][c:4]([C:5]#[N:6])[cH:7][cH:8][c:9]1[OH:10].[K+:11].[K+:12].[O-:13][C:14]([O-:15])=[O:16].[O:28]=[CH:29][N:30]([CH3:31])[CH3:32]>>[F:1][c:2]1[cH:3][c:4]([C:5]#[N:6])[cH:7][cH:8][c:9]1[O:10][c:24]1[cH:23][cH:22][c:19]([CH:20]=[O:21])[c:18]([Br:17])[cH:25]1. Reactants: CC1=C(C=CC(=C1)[N+](=O)[O-])C(C[N+](=O)[O-])C[N+](=O)[O-] (2-methyl-4-nitro-1-(2-nitro-1-nitromethyl-ethyl)-benzene). The reagents and catalysts are [Pt] (platinum on carbon), [Pd] (palladium on carbon), [Ni] (Raney nickel). The solvent is CO (methanol). Product: NC1=CC(=C(C=C1)C(CN)CN)C (2-(4-Amino-2-methyl-phenyl)-propane-1,3-diamine). Yield: 101.4%. Reaction SMILES: [CH3:1][C:2]1[CH:7]=[C:6]([N+:8]([O-])=O)[CH:5]=[CH:4][C:3]=1[CH:11]([CH2:16][N+:17]([O-])=O)[CH2:12][N+:13]([O-])=O>[Pt].[Pd].[Ni].CO>[NH2:8][C:6]1[CH:5]=[CH:4][C:3]([CH:11]([CH2:16][NH2:17])[CH2:12][NH2:13])=[C:2]([CH3:1])[CH:7]=1. Procedure: A pressure flask was charged with 2-methyl-4-nitro-1-(2-nitro-1-nitromethyl-ethyl)-benzene (29.6 g, 0.11 mol), 10 wt % platinum on carbon (3.0 g), 10 wt % palladium on carbon (9.0 g, 50 wt % water), Raney nickel (9.0 g, wet), and methanol (740 mL) under a nitrogen blanket. After attaching the flask to the hydrogenation apparatus, it was subjected to three vacuum degas-nitrogen purge cycles, followed by three nitrogen outgas-hydrogen purge cycles. The vigorously stirred suspension was held under ... Reactants: CCN=C=NCCCN(C)C (EDAC), NC1=CC=C(C=C1)S(=O)(=O)N(CC(C)C)[C@@H](CCCCN)CO ((1S)-4-amino-N-(5-amino-1-hydroxymethyl-pentyl)-N-isobutyl-benzenesulfonamide), COC(=O)N[C@H](C(=O)O)C(C1=CC=CC=C1)C1=CC=CC=C1 ((2S)-2-methoxycarbonylamino-3,3-diphenyl-propionic acid), C=1C=CC2=C(C1)N=NN2O (HOBt). Yields the product COC(N[C@@H](C(C1=CC=CC=C1)C1=CC=CC=C1)C(NCCCC[C@@H](CO)N(CC(C)C)S(=O)(=O)C1=CC=C(C=C1)N)=O)=O ((1S,5S)-(1-{5-[(4-amino-benzenesulfonyl)-isobutyl-amino]-6-hydroxy-hexylcarbamoyl}-2,2-diphenyl-ethyl)-carbamic acid methyl ester). As a reaction SMILES: [NH2:1][C:2]1[CH:7]=[CH:6][C:5]([S:8]([N:11]([C@H:16]([CH2:22][OH:23])[CH2:17][CH2:18][CH2:19][CH2:20][NH2:21])[CH2:12][CH:13]([CH3:15])[CH3:14])(=[O:10])=[O:9])=[CH:4][CH:3]=1.[CH3:24][O:25][C:26]([NH:28][C@@H:29]([CH:33]([C:40]1[CH:45]=[CH:44][CH:43]=[CH:42][CH:41]=1)[C:34]1[CH:39]=[CH:38][CH:37]=[CH:36][CH:35]=1)[C:30](O)=[O:31])=[O:27].C1C=CC2N(O)N=NC=2C=1.CCN=C=NCCCN(C)C>>[CH3:24][O:25][C:26](=[O:27])[NH:28][C@H:29]([C:30](=[O:31])[NH:21][CH2:20][CH2:19][CH2:18][CH2:17][C@H:16]([N:11]([S:8]([C:5]1[CH:6]=[CH:7][C:2]([NH2:1])=[CH:3][CH:4]=1)(=[O:10])=[O:9])[CH2:12][CH:13]([CH3:15])[CH3:14])[CH2:22][OH:23])[CH:33]([C:40]1[CH:45]=[CH:44][CH:43]=[CH:42][CH:41]=1)[C:34]1[CH:39]=[CH:38][CH:37]=[CH:36][CH:35]=1. Procedure: The title compound was prepared from (1S)-4-amino-N-(5-amino-1-hydroxymethyl-pentyl)-N-isobutyl-benzenesulfonamide (VII-deprotected) (step D) and (2S)-2-methoxycarbonylamino-3,3-diphenyl-propionic acid (step E) using the coupling procedure with HOBt and EDAC described in example 3 (step D). The final product was obtained in 67% yield (121 mg).